Task: describe an organic reaction: reactants, conditions, products, and yield. Dataset: the Open Reaction Database (ORD), a public repository of structured organic reaction records Reactants: COC(C1=CC=C(C=C1)CBr)=O (4-bromomethyl-benzoic acid methyl ester), C1(CC1)S(=O)(=O)N (cyclopropanesulfonamide), O=C1NC2=CC=CC=C2[C@]12[C@H](C2)C2=CC=C(C#N)C=C2 ((1S,2R)-4-(2′-oxospiro[cyclopropane-1,3′-indoline]-2-yl)benzonitrile). Product: C(#N)C1=CC=C(C=C1)[C@@H]1C[C@@]12C(N(C1=CC=CC=C21)CC2=CC=C(C(=O)NS(=O)(=O)C1CC1)C=C2)=O ((1R,2S)-4-((2-(4-cyanophenyl)-2′-oxospiro[cyclopropane-1,3′-indoline]-1′-yl)methyl)-N-(cyclopropylsulfonyl)benzamide). RXN SMILES: CO[C:3](=[O:12])[C:4]1[CH:9]=[CH:8][C:7]([CH2:10]Br)=[CH:6][CH:5]=1.[CH:13]1([S:16]([NH2:19])(=[O:18])=[O:17])[CH2:15][CH2:14]1.[O:20]=[C:21]1[C@:29]2([CH2:31][C@@H:30]2[C:32]2[CH:39]=[CH:38][C:35]([C:36]#[N:37])=[CH:34][CH:33]=2)[C:28]2[C:23](=[CH:24][CH:25]=[CH:26][CH:27]=2)[NH:22]1>>[C:36]([C:35]1[CH:34]=[CH:33][C:32]([C@H:30]2[C@@:29]3([C:28]4[C:23](=[CH:24][CH:25]=[CH:26][CH:27]=4)[N:22]([CH2:10][C:7]4[CH:6]=[CH:5][C:4]([C:3]([NH:19][S:16]([CH:13]5[CH2:15][CH2:14]5)(=[O:18])=[O:17])=[O:12])=[CH:9][CH:8]=4)[C:21]3=[O:20])[CH2:31]2)=[CH:39][CH:38]=1)#[N:37]. Reported procedure: The title compound was prepared in analogy to Example 60 starting from 4-bromomethyl-benzoic acid methyl ester, cyclopropanesulfonamide (commercially available), (1R,2S) and (1S,2R)-4-(2′-oxospiro[cyclopropane-1,3′-indoline]-2-yl)benzonitrile prepared as in Scheme 1. LC/MS m/e calcd. for C28H23ClN3O4S: 497, observed (M+H)+: 498.2, 1H NMR (400 MHz, DMSO-d6) δppm 0.69-0.79 (m, 2 H) 0.83-0.92 (m, 2 H) 2.11-2.18 (m, 1 H) 2.44-2.49 (m, 1 H) 2.91-3.00 (m, 1 H) 3.12-3.20 (m, 1 H) 3.27-3.32 (m, 1 H) 5.0... Reactants: CCN=C=NCCCN(C)C, CN(C)C=O, CCN(C(C)C)C(C)C, Cl, I, Cc1onc2c1c(=O)n(C1CCCC(CN)C1)c1cnccc21, O=C(O)c1ccccc1, On1nnc2cccnc21. The product is Cc1onc2c1c(=O)n(C1CCCC(CNC(=O)c3ccccc3)C1)c1cnccc21. As a reaction SMILES: [CH3:35][N:36]([CH3:37])[CH2:38][CH2:39][CH2:40][N:41]=[C:42]=[N:43][CH2:44][CH3:45].[CH3:65][N:66]([CH3:67])[CH:68]=[O:69].[CH:56]([N:57]([CH2:58][CH3:59])[CH:60]([CH3:61])[CH3:62])([CH3:63])[CH3:64].[ClH:34].[IH:1].[NH2:2][CH2:3][CH:4]1[CH2:5][CH:6]([n:10]2[c:11](=[O:24])[c:12]3[c:13]([c:14]4[cH:15][cH:16][n:17][cH:18][c:19]24)[n:20][o:21][c:22]3[CH3:23])[CH2:7][CH2:8][CH2:9]1.[OH:25][C:26](=[O:27])[c:28]1[cH:29][cH:30][cH:31][cH:32][cH:33]1.[OH:46][n:47]1[c:48]2[n:49][cH:50][cH:51][cH:52][c:53]2[n:54][n:55]1>>[NH:2]([CH2:3][CH:4]1[CH2:5][CH:6]([n:10]2[c:11](=[O:24])[c:12]3[c:13]([c:14]4[cH:15][cH:16][n:17][cH:18][c:19]24)[n:20][o:21][c:22]3[CH3:23])[CH2:7][CH2:8][CH2:9]1)[C:26](=[O:25])[c:28]1[cH:29][cH:30][cH:31][cH:32][cH:33]1. Reactants: C(C)N(CC)S(F)(F)F (Diethylaminosulfur trifluoride), BrC1=CC=C(C=C1)CC(O)C=1N(C=C(N1)CC(CC)(C)C)S(=O)(=O)N(C)C (2-[2-(4-bromophenyl)-1-hydroxyethyl]-4-(2,2-dimethylbutyl)-N,N-dimethyl-1H-imidazole-1-sulfonamide). Run in C(Cl)Cl (methylene chloride). Reaction conditions: time 8 hour. Yields the product BrC1=CC=C(C=C1)CC(F)C=1N(C=C(N1)CC(CC)(C)C)S(=O)(=O)N(C)C (2-[2-(4-bromophenyl)-1-fluoroethyl]-4-(2,2-dimethylbutyl)-N,N-dimethyl-1H-imidazole-1-sulfonamide). RXN SMILES: C(N(S(F)(F)[F:7])CC)C.[Br:10][C:11]1[CH:16]=[CH:15][C:14]([CH2:17][CH:18]([C:20]2[N:21]([S:31]([N:34]([CH3:36])[CH3:35])(=[O:33])=[O:32])[CH:22]=[C:23]([CH2:25][C:26]([CH3:30])([CH3:29])[CH2:27][CH3:28])[N:24]=2)O)=[CH:13][CH:12]=1>C(Cl)Cl>[Br:10][C:11]1[CH:16]=[CH:15][C:14]([CH2:17][CH:18]([C:20]2[N:21]([S:31]([N:34]([CH3:36])[CH3:35])(=[O:33])=[O:32])[CH:22]=[C:23]([CH2:25][C:26]([CH3:30])([CH3:29])[CH2:27][CH3:28])[N:24]=2)[F:7])=[CH:13][CH:12]=1. Procedure details: Diethylaminosulfur trifluoride (7.01 mL, 53.5 mmol) was added to an ambient temperature solution of 2-[2-(4-bromophenyl)-1-hydroxyethyl]-4-(2,2-dimethylbutyl)-N,N-dimethyl-1H-imidazole-1-sulfonamide (4.89 g, 10.7 mmol) in methylene chloride (100 mL). After stirring at ambient temperature overnight, the reaction mixture was quenched with saturated aqueous sodium bicarbonate and extracted with methylene chloride. The combined organic extracts were dried (magnesium sulfate) and concentrated in vacu... Starting materials: ClC1=CC=C(C=C1)S(=O)(=O)NC1=CC=C(C=C1)C#N (4-chloro-4′-cyanobenzenesulfonanilide), [N+](=O)(O)[O-] (nitric acid), O (water). Run in C(C)(=O)OC(C)=O (acetic anhydride). Product: ClC1=CC=C(C=C1)S(=O)(=O)NC1=C(C=C(C=C1)C#N)[N+](=O)[O-] (4-chloro-4′-cyano-2′-nitrobenzenesulfonanilide). Yield: 92.3%. RXN SMILES: [Cl:1][C:2]1[CH:7]=[CH:6][C:5]([S:8]([NH:11][C:12]2[CH:17]=[CH:16][C:15]([C:18]#[N:19])=[CH:14][CH:13]=2)(=[O:10])=[O:9])=[CH:4][CH:3]=1.[N+:20]([O-])([OH:22])=[O:21].O>C(OC(=O)C)(=O)C>[Cl:1][C:2]1[CH:7]=[CH:6][C:5]([S:8]([NH:11][C:12]2[CH:17]=[CH:16][C:15]([C:18]#[N:19])=[CH:14][C:13]=2[N+:20]([O-:22])=[O:21])(=[O:10])=[O:9])=[CH:4][CH:3]=1. Procedure details: To a suspension of 4-chloro-4′-cyanobenzenesulfonanilide (4.03 g (13.8 mmol)) in 15 ml of acetic anhydride, 97% fuming nitric acid (0.61 ml (14.3 mmol)) was added dropwise with stirring at room temperature. After one hour's stirring at 50° C. the reaction mixture was poured into water to give crystals, which were then collected by filtration and washed with water to give 4.30 g (93%) of 4-chloro-4′-cyano-2′-nitrobenzenesulfonanilide as pale yellow crystals. Reactants: CC(=O)NCC(=O)O, CC(N)=O, COCCOC, Cl, O, O=C(O)CNCC(=O)O. The product is CC(=O)N(CC(=O)O)CC(=O)O. As a reaction SMILES: [CH3:16][C:17]([NH:18][CH2:19][C:20](=[O:21])[OH:22])=[O:23].[CH3:1][C:2]([NH2:3])=[O:4].[CH3:24][O:25][CH2:26][CH2:27][O:28][CH3:29].[ClH:6].[OH2:5].[OH:7][C:8](=[O:9])[CH2:10][NH:11][CH2:12][C:13]([OH:14])=[O:15]>>[CH3:1][C:2](=[O:4])[N:11]([CH2:10][C:8]([OH:7])=[O:9])[CH2:12][C:13]([OH:14])=[O:15]. The reactants are O[C@H](COC1=CC(=CC=C1)[N+](=O)[O-])CN1CCN(CC1)S(=O)(=O)C1=CC=C(C=C1)OC ((S)-2-hydroxy-3-[4-(4-methoxyphenylsulfonyl)piperazin-1-yl]-1-(3-nitrophenoxy)propane), N1CCNCC1 (piperazine), N1CCNCC1 (piperazine), Na, C(Cl)(Cl)Cl (CHCl3), C=O (CH2O), N1CCNCC1 (piperazine). Reagents/catalysts: [OH-].[OH-].[Pd+2] (Pd(OH)2), [OH-].[OH-].[Pd+2] (Pd(OH)2/C). Run in C(C)(=O)OCC (ethyl acetate). The product is NC=1C=C(OC[C@H](CN2CCN(CC2)S(=O)(=O)C2=CC=C(C=C2)OC)O)C=CC1 ((S)-1-(3-aminophenoxy)-2-hydroxy-3-[4-(4-methoxyphenylsulfonyl)piperazin-1-yl]propane). Reaction SMILES: [OH:1][C@@H:2]([CH2:14][N:15]1[CH2:20][CH2:19][N:18]([S:21]([C:24]2[CH:29]=[CH:28][C:27]([O:30][CH3:31])=[CH:26][CH:25]=2)(=[O:23])=[O:22])[CH2:17][CH2:16]1)[CH2:3][O:4][C:5]1[CH:10]=[CH:9][CH:8]=[C:7]([N+:11]([O-])=O)[CH:6]=1.C(Cl)(Cl)Cl.C=O.N1CCNCC1>C(OCC)(=O)C.[OH-].[OH-].[Pd+2]>[NH2:11][C:7]1[CH:6]=[C:5]([CH:10]=[CH:9][CH:8]=1)[O:4][CH2:3][C@@H:2]([OH:1])[CH2:14][N:15]1[CH2:16][CH2:17][N:18]([S:21]([C:24]2[CH:29]=[CH:28][C:27]([O:30][CH3:31])=[CH:26][CH:25]=2)(=[O:23])=[O:22])[CH2:19][CH2:20]1 |f:5.6.7|. Reported procedure: Pd(OH)2/C at 20% [1.54 g, 2.2 mM Pd(OH)2] is suspended in a solution of (S)-2-hydroxy-3-[4-(4-methoxyphenylsulfonyl)piperazin-1-yl)-1-(3-nitrophenoxy)propane (3.30 g, 7.73 mM) (Example 27) in ethyl acetate (43 ml). The mixture is maintained in agitation in atmosphere of H2 (10 atm) for 30 hours. The catalyst is then removed by filtering the reaction mixture on Celite, and the solvent is distilled under vacuum. A white solid is obtained (97% of yield). Pf 138.5-139.6° C.s. [α]D=−10.7 (c 1.06, CHC... The reactants are O=S(=O)(O)c1cc(Br)cc2cnccc12, CC(=O)[O-], CC(=O)[O-], Cl, [Na+], [Na+], [Na], O=C([O-])[O-], OB(O)c1ccccc1, [Pd+2], c1ccc(P(CCCCP(c2ccccc2)c2ccccc2)c2ccccc2)cc1. Product: Cl, O=S(=O)(O)c1cc(-c2ccccc2)cc2cnccc12. RXN SMILES: [Br:2][c:3]1[cH:4][c:5]([S:13](=[O:14])(=[O:15])[OH:16])[c:6]2[cH:7][cH:8][n:9][cH:10][c:11]2[cH:12]1.[C:63]([O-:64])(=[O:65])[CH3:66].[C:68]([O-:69])(=[O:70])[CH3:71].[ClH:62].[Na+:26].[Na+:27].[Na:1].[O-:28][C:29](=[O:30])[O-:31].[OH:17][B:18]([OH:19])[c:20]1[cH:21][cH:22][cH:23][cH:24][cH:25]1.[Pd+2:67].[c:32]1([P:33]([c:34]2[cH:35][cH:36][cH:37][cH:38][cH:39]2)[CH2:40][CH2:41][CH2:42][CH2:43][P:44]([c:45]2[cH:46][cH:47][cH:48][cH:49][cH:50]2)[c:51]2[cH:52][cH:53][cH:54][cH:55][cH:56]2)[cH:57][cH:58][cH:59][cH:60][cH:61]1>>[ClH:62].[c:3]1(-[c:20]2[cH:21][cH:22][cH:23][cH:24][cH:25]2)[cH:4][c:5]([S:13](=[O:14])(=[O:15])[OH:16])[c:6]2[cH:7][cH:8][n:9][cH:10][c:11]2[cH:12]1. Starting materials: Br, COc1ccc(Nc2nccc(-c3cccnc3)n2)cc1. The product is Oc1ccc(Nc2nccc(-c3cccnc3)n2)cc1. RXN SMILES: [BrH:22].[CH3:1][O:2][c:3]1[cH:4][cH:5][c:6]([NH:9][c:10]2[n:11][cH:12][cH:13][c:14](-[c:16]3[cH:17][n:18][cH:19][cH:20][cH:21]3)[n:15]2)[cH:7][cH:8]1>>[OH:2][c:3]1[cH:4][cH:5][c:6]([NH:9][c:10]2[n:11][cH:12][cH:13][c:14](-[c:16]3[cH:17][n:18][cH:19][cH:20][cH:21]3)[n:15]2)[cH:7][cH:8]1. The reactants are CSC.B (Borane-dimethyl sulfide), BrC1=CC(=C(C(=O)O)C=C1)C (4-bromo-2-methylbenzoic acid). The solvent is O1CCCC1 (tetrahydrofuran). Run at time 10 minute. Product: BrC1=CC(=C(C=C1)CO)C ((4-bromo-2-methyl-phenyl)methanol). The yield is 91.1%. RXN SMILES: CSC.B.[Br:5][C:6]1[CH:14]=[CH:13][C:9]([C:10](O)=[O:11])=[C:8]([CH3:15])[CH:7]=1>O1CCCC1>[Br:5][C:6]1[CH:14]=[CH:13][C:9]([CH2:10][OH:11])=[C:8]([CH3:15])[CH:7]=1 |f:0.1|. Procedure details: Borane-dimethyl sulfide complex (2M in THF; 116 mL, 0.232 mol) is added slowly to a solution of 4-bromo-2-methylbenzoic acid (24.3 g, 0.113 mol) in anhydrous tetrahydrofuran (THF, 146 mL) at 3° C. After stirring cold for 10 min the cooling bath is removed and the reaction is allowed to warm slowly to ambient temperature. After 1 hour, the solution is cooled to 5° C., and water (100 mL) is added slowly. Ethyl acetate (100 mL) is added and the phases are separated. The organic layer is washed with...